From a dataset of the Open Reaction Database (ORD), a public repository of structured organic reaction records. describe an organic reaction: reactants, conditions, products, and yield Starting materials: C(C1=CC=CC=C1)OC(=O)N[C@H]1CN(CC1)C(=O)OC(C)(C)C ((R)-3-(Benzyloxycarbonylamino)-N-(t-butoxycarbonyl)-pyrrolidine). Reagents/catalysts: [Pd] (Palladium on charcoal). The solvent is C(C)O (ethanol). Yields the product N[C@H]1CN(CC1)C(=O)OC(C)(C)C ((R)-3-Amino-N-(t-butoxycarbonyl)-pyrrolidine). RXN SMILES: C(OC([NH:11][C@@H:12]1[CH2:16][CH2:15][N:14]([C:17]([O:19][C:20]([CH3:23])([CH3:22])[CH3:21])=[O:18])[CH2:13]1)=O)C1C=CC=CC=1>C(O)C.[Pd]>[NH2:11][C@@H:12]1[CH2:16][CH2:15][N:14]([C:17]([O:19][C:20]([CH3:23])([CH3:22])[CH3:21])=[O:18])[CH2:13]1. Procedure details: (R)-3-(Benzyloxycarbonylamino)-N-(t-butoxycarbonyl)-pyrrolidine (300 mg) was dissolved in ethanol (5 ml). Palladium on charcoal 10% (20 mg) was added. The reaction was degassed three times and put under hydrogen atmosphere (1 bar). The reaction was over after 2 hours. The solvent was removed, the residue was taken up in ethyl acetate (5 ml) and filtered through a silica gel pad. The silica was washed with ethyl acetate (50 ml). The organic phases were evaporated. The desired (R)-3-Amino-N-(t-but... Reactants: IC (iodomethane), CC1=NNC=C1B1OC(C(O1)(C)C)(C)C (3-Methyl-4-(4,4,5,5-tetramethyl-[1,3,2]dioxaborolan-2-yl)-1H-pyrazole), C([O-])([O-])=O.[K+].[K+] (potassium carbonate). The solvent is C(C)#N (acetonitrile), CCOC(=O)C (EtOAc). Reaction conditions: time 8 hour. Yields the product CN1N=C(C(=C1)B1OC(C(O1)(C)C)(C)C)C (1,3-dimethyl-4-(4,4,5,5-tetramethyl-1,3,2-dioxaborolan-2-yl)-1H-pyrazole), CN1N=CC(=C1C)B1OC(C(O1)(C)C)(C)C (1,5-dimethyl-4-(4,4,5,5-tetramethyl-1,3,2-dioxaborolan-2-yl)-1H-pyrazole). Isolated yield 166.7%. RXN SMILES: [CH3:1][C:2]1[C:6]([B:7]2[O:11][C:10]([CH3:13])([CH3:12])[C:9]([CH3:15])([CH3:14])[O:8]2)=[CH:5][NH:4][N:3]=1.[C:16](=O)([O-])[O-].[K+].[K+].IC>C(#N)C.CCOC(C)=O>[CH3:16][N:4]1[CH:5]=[C:6]([B:7]2[O:11][C:10]([CH3:13])([CH3:12])[C:9]([CH3:15])([CH3:14])[O:8]2)[C:2]([CH3:1])=[N:3]1.[CH3:16][N:3]1[C:2]([CH3:1])=[C:6]([B:7]2[O:11][C:10]([CH3:13])([CH3:12])[C:9]([CH3:15])([CH3:14])[O:8]2)[CH:5]=[N:4]1 |f:1.2.3|. Procedure details: 3-Methyl-4-(4,4,5,5-tetramethyl-[1,3,2]dioxaborolan-2-yl)-1H-pyrazole (0.3 g, 1.442 mmol) and potassium carbonate (0.996 g, 7.21 mmol) were suspended in acetonitrile (10 ml) and stirred overnight at RT. Additional iodomethane (0.5 ml) was added and the mixture was stirred overnight at RT. The mixture was diluted with EtOAc and the inorganic salts were removed by filtration. The filtrate was evaporated to yield an inseparable mixture (2:1) of 1,3-dimethyl-4-(4,4,5,5-tetramethyl-1,3,2-dioxaborolan... The reactants are [Cl-].[NH4+] (ammonium chloride), [N+](=O)([O-])C1=C(C=CC=C1OC1=C(C=CC=C1)Cl)CC(=O)OCC (ethyl 2-[2-nitro-3-(2-chlorophenoxy)phenyl]acetate). Reagents/catalysts: [Fe] (iron). The solvent is C(C)O (ethanol), O (water). Yields the product O=C1NC2=C(C=CC=C2C1)OC1=C(C=CC=C1)Cl (2-oxo-7-(2-chlorophenoxy)indoline). RXN SMILES: [Cl-].[NH4+].[N+:3]([C:6]1[C:11]([O:12][C:13]2[CH:18]=[CH:17][CH:16]=[CH:15][C:14]=2[Cl:19])=[CH:10][CH:9]=[CH:8][C:7]=1[CH2:20][C:21]([O:23]CC)=O)([O-])=O>C(O)C.O.[Fe]>[O:23]=[C:21]1[CH2:20][C:7]2[C:6](=[C:11]([O:12][C:13]3[CH:18]=[CH:17][CH:16]=[CH:15][C:14]=3[Cl:19])[CH:10]=[CH:9][CH:8]=2)[NH:3]1 |f:0.1|. Procedure details: A mixture of iron powder and ammonium chloride in ethanol and water and ethyl 2-[2-nitro-3-(2-chlorophenoxy)phenyl]acetate were treated in a similar manner to that of Preparation 28-(1) to give 2-oxo-7-(2-chlorophenoxy)indoline Reactants: [Br-], C1CCOC1, C1CCOC1, Cc1ccccc1, C[Mg+], CCC(CC)C(C=O)NS(=O)(=O)c1ccc(Cl)s1. The product is CCC(CC)C(NS(=O)(=O)c1ccc(Cl)s1)C(C)O. RXN SMILES: [Br-:1].[CH2:29]1[O:30][CH2:31][CH2:32][CH2:33]1.[CH2:34]1[O:35][CH2:36][CH2:37][CH2:38]1.[CH3:22][c:23]1[cH:24][cH:25][cH:26][cH:27][cH:28]1.[CH3:2][Mg+:3].[Cl:4][c:5]1[cH:6][cH:7][c:8]([S:10](=[O:11])(=[O:12])[NH:13][CH:14]([CH:15]([CH2:16][CH3:17])[CH2:18][CH3:19])[CH:20]=[O:21])[s:9]1>>[CH3:2][CH:20]([CH:14]([NH:13][S:10]([c:8]1[cH:7][cH:6][c:5]([Cl:4])[s:9]1)(=[O:11])=[O:12])[CH:15]([CH2:16][CH3:17])[CH2:18][CH3:19])[OH:21]. Starting materials: C(C)(=O)O[BH-](OC(C)=O)OC(C)=O.[Na+] (sodium triacetoxyborohydride), C(O)([O-])=O.[Na+] (sodium hydrogen carbonate), CC1=C2CCC[C@H](C2=CC=C1)N1CCC(CC1)=O ((R)-1-(5-Methyl-1,2,3,4-tetrahydronaphthalen-1-yl)piperidin-4-one), C1(=C(C=CC=C1)N)N (1,2-phenylenediamine). Solvent: C(C)(=O)O (acetic acid), ClC(C)Cl (dichloroethane). Run at time 24 hour. Yields the product CC1=C2CCC[C@H](C2=CC=C1)N1CCC(CC1)NC=1C(=CC=CC1)N ((R)-N-[1-(5-methyl-1,2,3,4-tetrahydronaphthalen-1-yl)piperidin-4-yl]-benzene-1,2-diamine). The yield is 72.1%. As a reaction SMILES: [CH3:1][C:2]1[CH:11]=[CH:10][CH:9]=[C:8]2[C:3]=1[CH2:4][CH2:5][CH2:6][C@H:7]2[N:12]1[CH2:17][CH2:16][C:15](=O)[CH2:14][CH2:13]1.[C:19]1([NH2:26])[CH:24]=[CH:23][CH:22]=[CH:21][C:20]=1[NH2:25].C(O[BH-](OC(=O)C)OC(=O)C)(=O)C.[Na+].C(=O)([O-])O.[Na+]>ClC(Cl)C.C(O)(=O)C>[CH3:1][C:2]1[CH:11]=[CH:10][CH:9]=[C:8]2[C:3]=1[CH2:4][CH2:5][CH2:6][C@H:7]2[N:12]1[CH2:17][CH2:16][CH:15]([NH:25][C:20]2[C:19]([NH2:26])=[CH:24][CH:23]=[CH:22][CH:21]=2)[CH2:14][CH2:13]1 |f:2.3,4.5|. Reported procedure: (R)-1-(5-Methyl-1,2,3,4-tetrahydronaphthalen-1-yl)piperidin-4-one (1.84 g) was dissolved in dichloroethane (55 ml), and 1,2-phenylenediamine (1.23 g) was added. To the solution were added sodium triacetoxyborohydride (3.61 g) and acetic acid (0.97 ml). The mixture was stirred at room temperature for 24 hr, alkalified with saturated sodium hydrogen carbonate, and extracted with chloroform. The extract was washed with saturated brine, dried over anhydrous sodium sulfate, and concentrated. The obta...